This data is from the Open Reaction Database (ORD), a public repository of structured organic reaction records. The task is: describe an organic reaction: reactants, conditions, products, and yield Starting materials: C(C)OP(=O)(OCC)CC(=O)N([C@@H](C)C1=CC=CC=C1)CC(=O)C1(CC1)C(=O)OCC (ethyl 1-[2-[N-(diethylphosphonoacetyl)-N-[1-(S)-phenylethyl]amino]acetyl]cyclopropanecarboxylate), C(C)(C)(C)O[K] (tert-butoxypotassium), C(CC(O)(C(=O)O)CC(=O)O)(=O)O (citric acid), C(C)(=O)OCC (ethyl acetate). Run in C1(=CC=CC=C1)C (toluene). The product is C(C)OC(=O)C1(CC1)C1=CC(N(C1)[C@@H](C)C1=CC=CC=C1)=O (4-(1-ethoxycarbonylcyclopropyl)-1-[1-(S)-phenylethyl]-3-pyrrolin-2-one). Isolated yield 73.2%. As a reaction SMILES: C(OP([CH2:9][C:10]([N:12]([CH2:21][C:22]([C:24]1([C:27]([O:29][CH2:30][CH3:31])=[O:28])[CH2:26][CH2:25]1)=O)[C@H:13]([C:15]1[CH:20]=[CH:19][CH:18]=[CH:17][CH:16]=1)[CH3:14])=[O:11])(OCC)=O)C.C(O[K])(C)(C)C.C(O)(=O)CC(CC(O)=O)(C(O)=O)O.C(OCC)(=O)C>C1(C)C=CC=CC=1>[CH2:30]([O:29][C:27]([C:24]1([C:22]2[CH2:21][N:12]([C@H:13]([C:15]3[CH:20]=[CH:19][CH:18]=[CH:17][CH:16]=3)[CH3:14])[C:10](=[O:11])[CH:9]=2)[CH2:26][CH2:25]1)=[O:28])[CH3:31]. Reported procedure: After dissolving ethyl 1-[2-[N-(diethylphosphonoacetyl)-N-[1-(S)-phenylethyl]amino]acetyl]cyclopropanecarboxylate (25.0 g, 55.2 mmol) in toluene (250 ml), tert-butoxypotassium (7.40 g, 66.2 mmol) was added gradually while stirring and cooling with ice. After stirring the reaction solution for 15 minutes at room temperature, a 10% aqueous citric acid solution (250 ml) and ethyl acetate (250 ml) were added thereto, and after performing an extraction operation, the organic layer was separated. The ...